Dataset: the Open Reaction Database (ORD), a public repository of structured organic reaction records. Task: describe an organic reaction: reactants, conditions, products, and yield Solvent: C(C)#N (acetonitrile). Conditions: time 20 minute. Reported procedure: To a room temperature solution of 750 mg of trans-3-(2-bromoethyl)-7-chloro-5-cyclopropylethenyl-1,5-dihydro-1-(4-methoxybenzyl)-5-(trifluoromethyl)-4,1-benzoxazepin-2(3H)-one in 35 mL of acetonitrile was added 18 mL of water and 3.78 g of ceric ammonium nitrate. After 20 min, the reaction mixture was partitioned between eater and ether, and the organic layer was washed with aqueous bicarbonate and brine, dried and evaporated. This produced two diastereomeric products which were separated by col... Reaction SMILES: [Br:1][CH2:2][CH2:3][CH:4]1[O:10][C:9](/[CH:15]=[CH:16]/[CH:17]2[CH2:19][CH2:18]2)([C:11]([F:14])([F:13])[F:12])[C:8]2[CH:20]=[C:21]([Cl:24])[CH:22]=[CH:23][C:7]=2[N:6](CC2C=CC(OC)=CC=2)[C:5]1=[O:34].O>C(#N)C>[Br:1][CH2:2][CH2:3][C@@H:4]1[O:10][C@:9](/[CH:15]=[CH:16]/[CH:17]2[CH2:18][CH2:19]2)([C:11]([F:13])([F:14])[F:12])[C:8]2[CH:20]=[C:21]([Cl:24])[CH:22]=[CH:23][C:7]=2[NH:6][C:5]1=[O:34]. Reactants: BrCCC1C(N(C2=C(C(O1)(C(F)(F)F)\C=C\C1CC1)C=C(C=C2)Cl)CC2=CC=C(C=C2)OC)=O (trans-3-(2-bromoethyl)-7-chloro-5-cyclopropylethenyl-1,5-dihydro-1-(4-methoxybenzyl)-5-(trifluoromethyl)-4,1-benzoxazepin-2(3H)-one), O (water), ceric ammonium nitrate. Product: BrCC[C@H]1C(NC2=C([C@](O1)(C(F)(F)F)\C=C\C1CC1)C=C(C=C2)Cl)=O (rel-(3S,5S)-trans-3-(2-Bromoethyl)-7-chloro-5-cyclopropylethenyl-1,5-dihydro-5-(trifluoromethyl)-4,1-benzoxazepin-2(3H)-one). The reactants are ClC1=C(N)C(=CC=C1)Cl (2,6-dichloroaniline), ClCCCl (1,2-dichloroethane), ClC1=C(N)C(=CC=C1)Cl (2,6-dichloroaniline), ClCCCl (1,2-dichloroethane), COC1=C(C(=O)N=C=O)C(=CC=C1)OC (2,6-dimethoxybenzoylisocyanate). The solvent is C(C)OCC (diethyl ether). The product is COC1=C(C(=O)NC(=O)NC2=C(C=CC=C2Cl)Cl)C(=CC=C1)OC (1-(2,6-Dimethoxybenzoyl)-3-(2,6-dichlorophenyl)urea). As a reaction SMILES: [Cl:1][C:2]1[CH:8]=[CH:7][CH:6]=[C:5]([Cl:9])[C:3]=1[NH2:4].ClCCCl.[CH3:14][O:15][C:16]1[CH:26]=[CH:25][CH:24]=[C:23]([O:27][CH3:28])[C:17]=1[C:18]([N:20]=[C:21]=[O:22])=[O:19]>C(OCC)C>[CH3:28][O:27][C:23]1[CH:24]=[CH:25][CH:26]=[C:16]([O:15][CH3:14])[C:17]=1[C:18]([NH:20][C:21]([NH:4][C:3]1[C:2]([Cl:1])=[CH:8][CH:7]=[CH:6][C:5]=1[Cl:9])=[O:22])=[O:19]. Reported procedure: A 16.2 g. portion of 2,6-dichloroaniline (Aldrich Chemical Co., Milwaukee, Wis.) was dissolved in 200 ml. 1,2-dichloroethane in a flask under a nitrogen atmosphere at about 25° C. To this was added 25 g. of 2,6-dimethoxybenzoylisocyanate in 25 ml. 1,2-dichloroethane and the solution was warmed to 40° C. for two hours after the addition was complete. Thin layer chromatography on silica gel developed in diethyl ether indicated that no 2,6-dichloroaniline remained. The solvent was removed in vacuo ... Starting materials: C(C)(C)(C)OC(CNC(CNC(CCSCC(COC(CCCCCCCCCCCCCCC)=O)OC(CCCCCCCCCCCCCCC)=O)=O)=O)=O ((6,7-bis(palmitoyloxy)-4-thiaheptanoyl)glycylglycine t-butyl ester), O1C(C(C)O)C1 (3,4-epoxy-2-butanol), FC(C(=O)O)(F)F (trifiuoroacetic acid). The product is C(CCCCCCCCCCCCCCC)(=O)OC(CSCCC(=O)NCC(=O)NCC(=O)O)COC(CCCCCCCCCCCCCCC)=O ((6,7-bis(palmitoyloxy),4-thiaheptanoyl)glycylglycine). The yield is 100.0%. Reaction SMILES: C([O:5][C:6](=[O:57])[CH2:7][NH:8][C:9](=[O:56])[CH2:10][NH:11][C:12](=[O:55])[CH2:13][CH2:14][S:15][CH2:16][CH:17]([O:37][C:38](=[O:54])[CH2:39][CH2:40][CH2:41][CH2:42][CH2:43][CH2:44][CH2:45][CH2:46][CH2:47][CH2:48][CH2:49][CH2:50][CH2:51][CH2:52][CH3:53])[CH2:18][O:19][C:20](=[O:36])[CH2:21][CH2:22][CH2:23][CH2:24][CH2:25][CH2:26][CH2:27][CH2:28][CH2:29][CH2:30][CH2:31][CH2:32][CH2:33][CH2:34][CH3:35])(C)(C)C.O1CC1C(O)C.FC(F)(F)C(O)=O>>[C:38]([O:37][CH:17]([CH2:18][O:19][C:20](=[O:36])[CH2:21][CH2:22][CH2:23][CH2:24][CH2:25][CH2:26][CH2:27][CH2:28][CH2:29][CH2:30][CH2:31][CH2:32][CH2:33][CH2:34][CH3:35])[CH2:16][S:15][CH2:14][CH2:13][C:12]([NH:11][CH2:10][C:9]([NH:8][CH2:7][C:6]([OH:57])=[O:5])=[O:56])=[O:55])(=[O:54])[CH2:39][CH2:40][CH2:41][CH2:42][CH2:43][CH2:44][CH2:45][CH2:46][CH2:47][CH2:48][CH2:49][CH2:50][CH2:51][CH2:52][CH3:53]. Procedure details: To (6,7-bis(palmitoyloxy)-4-thiaheptanoyl)glycylglycine t-butyl ester as obtained in Example 3 (190 mg), trifiuoroacetic acid (2 ml) was added, followed by stirring at room temperature for I hour. The mixture was concentrated to yield the title compound (178 mg, yield 100%) as a colorless crystal. Reactants: C(C)(C)OP(OC1=C(C=C(C=C1)C=1N=C(N2C1C(=NC=C2)Cl)C2CCC2)OCC2=CC=CC=C2)(=O)N (Phosphoramidic acid 2-benzyloxy-4-(8-chloro-3-cyclobutylimidazo[1,5-a]pyrazin-1-yl)-phenyl ester isopropyl ester), C(C1=CC=CC=C1)OC=1C=C(C=CC1OCC1=CC=C(C=C1)OC)C(C1=NC=CN=C1Cl)NC(=O)C1CCC1 (Cyclobutanecarboxylic acid [[3-benzyloxy-4-(4-methoxybenzyloxy)-phenyl]-(3-chloropyrazin-2-yl)-methyl]-amide), O=P(Cl)(Cl)Cl (POCl3). Product: NC=1C=2N(C=CN1)C(=NC2C2=CC(=C(C=C2)O)OCC2=CC=CC=C2)C2CCC2 (4-(8-Amino-3-cyclobutylimidazo[1,5-a]pyrazin-1-yl)-2-benzyloxyphenol). As a reaction SMILES: C(OP(N)(=O)[O:6][C:7]1[CH:12]=[CH:11][C:10]([C:13]2[N:14]=[C:15]([CH:23]3[CH2:26][CH2:25][CH2:24]3)[N:16]3[CH:21]=[CH:20][N:19]=[C:18](Cl)[C:17]=23)=[CH:9][C:8]=1[O:27][CH2:28][C:29]1[CH:34]=[CH:33][CH:32]=[CH:31][CH:30]=1)(C)C.C(OC1C=C(C(NC(C2CCC2)=O)C2C(Cl)=NC=C[N:63]=2)C=CC=1OCC1C=CC(OC)=CC=1)C1C=CC=CC=1.O=P(Cl)(Cl)Cl>>[NH2:63][C:18]1[C:17]2[N:16]([C:15]([CH:23]3[CH2:24][CH2:25][CH2:26]3)=[N:14][C:13]=2[C:10]2[CH:11]=[CH:12][C:7]([OH:6])=[C:8]([O:27][CH2:28][C:29]3[CH:30]=[CH:31][CH:32]=[CH:33][CH:34]=3)[CH:9]=2)[CH:21]=[CH:20][N:19]=1. Procedure details: Phosphoramidic acid 2-benzyloxy-4-(8-chloro-3-cyclobutylimidazo[1,5-a]pyrazin-1-yl)-phenyl ester isopropyl ester: Followed General Cyclization described in Example 92-(a) whereby Cyclobutanecarboxylic acid [[3-benzyloxy-4-(4-methoxybenzyloxy)-phenyl]-(3-chloropyrazin-2-yl)-methyl]-amide was treated with POCl3 and then quenched with 2N NH3 in iPrOH to afford the title compound; 1H NMR (CDCl3, 400 MHz) δ 1.31 (d, 3H, J=6.0 Hz), 1.35 (d, 3H, J=6.4 Hz), 2.01-2.26 (m, 2H), 2.47-2.69 (m, 4H), 3.02 (d,... As a reaction SMILES: [OH:1][CH2:2][C:3]1[CH:11]=[CH:10][C:6]([C:7]([OH:9])=[O:8])=[CH:5][C:4]=1[N+:12]([O-:14])=[O:13].Cl.[C:16](Cl)(=[O:23])[C:17]1[CH:22]=[CH:21][N:20]=[CH:19][CH:18]=1>N1C=CC=CC=1>[C:16]([O:1][CH2:2][C:3]1[CH:11]=[CH:10][C:6]([C:7]([OH:9])=[O:8])=[CH:5][C:4]=1[N+:12]([O-:14])=[O:13])(=[O:23])[C:17]1[CH:22]=[CH:21][N:20]=[CH:19][CH:18]=1 |f:1.2|. The product is C(C1=CC=NC=C1)(=O)OCC1=C(C=C(C=C1)C(=O)O)[N+](=O)[O-] (4-carboxy-2-nitrobenzyl isonicotinate). Reaction conditions: time 8 hour. Reactants: Cl.C(C1=CC=NC=C1)(=O)Cl (isonicotinoyl chloride hydrochloride), OCC1=C(C=C(C(=O)O)C=C1)[N+](=O)[O-] (4-hydroxymethyl-3-nitrobenzoic acid), resultant solution. Procedure: 4-[N-(3-triethoxysilyl)propyl]-carbamoyl-2-nitrobenzyl isonicotinate (TCNI) which binds to silicon dioxide through the ethoxysilyl groups, and has a pyridine metal binding group and a nitrobenzyl radiation sensitive group was prepared according to the synthetic procedure represented in Scheme 2. 4-Bromomethyl-3-nitrobenzoic acid (A) was refluxed overnight with sodium carbonate in acetone/water (1:1). After cooling to room temperature, the reaction mixture was made acidic with 1 N hydrochloric ac... Run in N1=CC=CC=C1 (pyridine). The reactants are [N+](=O)([O-])C=1C=CC(=NC1N)C=1C=NC=CC1 (5-nitro-2,3′-bipyridin-6-amine), BrN1C(CCC1=O)=O (N-bromosuccinimide). The solvent is CN(C)C=O (DMF). Run at temperature 0 celsius, time 16 hour. The product is BrC=1C(=NC(=C(C1)[N+](=O)[O-])N)C=1C=NC=CC1 (3-Bromo-5-nitro-2,3′-bipyridin-6-amine). Isolated yield 100.7%. Reaction SMILES: [N+:1]([C:4]1[CH:5]=[CH:6][C:7]([C:11]2[CH:12]=[N:13][CH:14]=[CH:15][CH:16]=2)=[N:8][C:9]=1[NH2:10])([O-:3])=[O:2].[Br:17]N1C(=O)CCC1=O>CN(C=O)C>[Br:17][C:6]1[C:7]([C:11]2[CH:12]=[N:13][CH:14]=[CH:15][CH:16]=2)=[N:8][C:9]([NH2:10])=[C:4]([N+:1]([O-:3])=[O:2])[CH:5]=1. Reported procedure: To a 0° C. cooled stirred solution of 5-nitro-2,3′-bipyridin-6-amine (4.8 g, 22.2 mmol) in DMF (50 mL), N-bromosuccinimide (4.75 g, 26.7 mmol) was added in portions. After stirring at room temperature for 16 h, the solvent was removed under reduced pressure. The crude residue was solved with ethyl acetate and washed with saturated potassium carbonate aqueous solution. The organic layer was washed with brine, dried (MgSO4) and evaporated. The residue was purified by silica gel flash chromatograph... The reactants are [H][H] (hydrogen), [H-].[Na+] (sodium hydride), FC1C(NC2=C(C(=N1)C1=CC=CC=C1)C=C(C=C2)Cl)=O (3-fluoro-1,3-dihydro-7-chloro-5-phenyl-2H-1,4-benzodiazepin-2-one), CI (methyl iodide). The solvent is C(Cl)Cl (methylene chloride), O (water), C1CCOC1 (THF), C1CCOC1 (THF). Yields the product FC1C(N(C2=C(C(=N1)C1=CC=CC=C1)C=C(C=C2)Cl)C)=O (3-Fluoro-1,3-dihydro-1-methyl-7-chloro-5-phenyl-2H-1,4-benzodiazepin-2-one). Isolated yield 45.6%. As a reaction SMILES: [F:1][CH:2]1[N:8]=[C:7]([C:9]2[CH:14]=[CH:13][CH:12]=[CH:11][CH:10]=2)[C:6]2[CH:15]=[C:16]([Cl:19])[CH:17]=[CH:18][C:5]=2[NH:4][C:3]1=[O:20].[CH3:21]I.[H-].[Na+].[H][H]>C1COCC1.C(Cl)Cl.O>[F:1][CH:2]1[N:8]=[C:7]([C:9]2[CH:10]=[CH:11][CH:12]=[CH:13][CH:14]=2)[C:6]2[CH:15]=[C:16]([Cl:19])[CH:17]=[CH:18][C:5]=2[N:4]([CH3:21])[C:3]1=[O:20] |f:2.3|. Reported procedure: To a well stirred solution of 3.0 g (0.01 mol) of 3-fluoro-1,3-dihydro-7-chloro-5-phenyl-2H-1,4-benzodiazepin-2-one, 75 ml of dry THF and 25.56 g (0.18 mol, 11.2 ml) of methyl iodide was added a suspension of 0.48 g (0.02 mol) of sodium hydride in 20 ml of THF. There was an immediate evolution of hydrogen. The contents of the flask were stirred under a nitrogen atmosphere for exactly 2 hours. The product mixture was poured into approximately 100 ml of water and methylene chloride added to extrac... Starting materials: NC1=CC=NC=C1 (4-aminopyridine), N1C=CC2=CC=CC=C12 (indole), C(C(=O)Cl)(=O)Cl (oxalyl chloride). Run in O1CCCC1 (tetrahydrofuran), CCOCC (ether), CCOCC (ether). Reaction conditions: time 3 hour. Yields the product N1=CC=C(C=C1)NC(C(=O)C1=CNC2=CC=CC=C12)=O (N-(Pyridin-4-yl)-(indol-3-yl)glyoxylamide). As a reaction SMILES: [NH:1]1[C:9]2[C:4](=[CH:5][CH:6]=[CH:7][CH:8]=2)[CH:3]=[CH:2]1.[C:10](Cl)(=[O:14])[C:11](Cl)=[O:12].[NH2:16][C:17]1[CH:22]=[CH:21][N:20]=[CH:19][CH:18]=1>CCOCC.O1CCCC1>[N:20]1[CH:21]=[CH:22][C:17]([NH:16][C:10](=[O:14])[C:11]([C:3]2[C:4]3[C:9](=[CH:8][CH:7]=[CH:6][CH:5]=3)[NH:1][CH:2]=2)=[O:12])=[CH:18][CH:19]=1. Procedure details: A solution of 10 g (85.3 mmol) of indole in 100 ml of ether is added dropwise at 0° C. to a solution of 9 ml of oxalyl chloride in 100 ml of anhydrous ether. The mixture is kept under reflux for 3 hours. A suspension of 12 g (127.9 mmol) of 4-aminopyridine in 500 ml of tetrahydrofuran is then added dropwise at -5° C., and the reaction mixture is heated to reflux temperature with stirring for 3 hours and allowed to stand overnight at room temperature. The precipitate is filtered and treated with ...